From a dataset of the Open Reaction Database (ORD), a public repository of structured organic reaction records. describe an organic reaction: reactants, conditions, products, and yield Starting materials: C1CS1, CN(C)C=O, c1cc(N2CCNCC2)c2cc[nH]c2c1. Product: SCCN1CCN(c2cccc3[nH]ccc23)CC1. Reaction SMILES: [CH2:16]1[CH2:17][S:18]1.[O:19]=[CH:20][N:21]([CH3:22])[CH3:23].[nH:1]1[cH:2][cH:3][c:4]2[c:5]([N:10]3[CH2:11][CH2:12][NH:13][CH2:14][CH2:15]3)[cH:6][cH:7][cH:8][c:9]12>>[nH:1]1[cH:2][cH:3][c:4]2[c:5]([N:10]3[CH2:11][CH2:12][N:13]([CH2:16][CH2:17][SH:18])[CH2:14][CH2:15]3)[cH:6][cH:7][cH:8][c:9]12. Reactants: C[O-].[Na+] (sodium methoxide), C(C)(=O)SC1CN(CC1)C(C)=NC(=O)OCC1=CC=C(C=C1)[N+](=O)[O-] (3-acetylthio-1-(N-p-nitrobenzyloxycarbonylacetimidoyl)pyrrolidine), Cl (hydrochloric acid). The solvent is CO (methanol), CO (methanol). Conditions: temperature 0 celsius, time 30 minute. Yields the product SC1CN(CC1)C(C)=NC(=O)OCC1=CC=C(C=C1)[N+](=O)[O-] (3-Mercapto-1-(N-p-nitrobenzyloxycarbonylacetimidoyl)pyrrolidine). Yield: 75.3%. RXN SMILES: C([S:4][CH:5]1[CH2:9][CH2:8][N:7]([C:10](=[N:12][C:13]([O:15][CH2:16][C:17]2[CH:22]=[CH:21][C:20]([N+:23]([O-:25])=[O:24])=[CH:19][CH:18]=2)=[O:14])[CH3:11])[CH2:6]1)(=O)C.C[O-].[Na+].Cl>CO>[SH:4][CH:5]1[CH2:9][CH2:8][N:7]([C:10](=[N:12][C:13]([O:15][CH2:16][C:17]2[CH:18]=[CH:19][C:20]([N+:23]([O-:25])=[O:24])=[CH:21][CH:22]=2)=[O:14])[CH3:11])[CH2:6]1 |f:1.2|. Procedure details: A solution of 30 g of 3-acetylthio-1-(N-p-nitrobenzyloxycarbonylacetimidoyl)pyrrolidine in 1000 ml of methanol was cooled to -10° C. A solution of sodium methoxide in methanol (prepared from 1.8 g of sodium) was then added dropwise to the cooled solution, after which the mixture was stirred for 30 minutes, whilst gradually raising the temperature to 0° C. At the end of this time, 65.2 ml of 10% w/v hydrochloric acid were added to the reaction mixture, which was then concentrated to half of its o... Reactants: C1(=CC=CC=C1)B(O)O (phenylboronic acid), CC1=C(C=CC=C1)B(O)O (2-methylphenylboronic acid), CC=1C=C(C=CC1)B(O)O (3-methylphenylboronic acid), CC1=CC=C(C=C1)B(O)O (4-methylphenylboronic acid), C[C@H]1N(CCN(C1)[C@H](C1=CC=CC=C1)C1=CC=C(C=C1)Br)CC(=O)[O-] (2-((R)-2-methyl-4-((R)-(4-bromophenyl)(phenyl)methyl)piperazin-1-yl)acetate). Product: C[C@H]1N(CCN(C1)[C@H](C1=CC=CC=C1)C1=CC=C(C=C1)C1=C(C=CC=C1)C)CC(=O)OC(C)(C)C (tert-butyl ((R)-2-methyl-4-((R)-(4-(2-methylphenyl)phenyl)(phenyl)methyl)-piperazin-1-yl )acetate), C[C@H]1N(CCN(C1)[C@H](C1=CC=CC=C1)C1=CC=C(C=C1)C1=CC(=CC=C1)C)CC(=O)OC(C)(C)C (tert butyl ((R)-2-methyl-4-((R)-(4-(3-methylphenyl)phenyl)-(phenyl)methyl)-piperazin-1-yl)acetate), tert-butyl ((R)-2-methyl-44-((R)-(4-(4-methylphenyl)phenyl)- (phenyl)methyl)-piperazin-1-yl)acetate. As a reaction SMILES: [CH3:1][C@@H:2]1[CH2:7][N:6]([C@@H:8]([C:15]2[CH:20]=[CH:19][C:18](Br)=[CH:17][CH:16]=2)[C:9]2[CH:14]=[CH:13][CH:12]=[CH:11][CH:10]=2)[CH2:5][CH2:4][N:3]1[CH2:22][C:23]([O-:25])=[O:24].C1(B(O)O)C=CC=CC=1.[CH3:35][C:36]1[CH:41]=[CH:40][CH:39]=[CH:38][C:37]=1B(O)O.[CH3:45][C:46]1[CH:47]=[C:48](B(O)O)[CH:49]=[CH:50][CH:51]=1.[CH3:55][C:56]1[CH:61]=CC(B(O)O)=C[CH:57]=1>>[CH3:1][C@@H:2]1[CH2:7][N:6]([C@@H:8]([C:15]2[CH:20]=[CH:19][C:18]([C:37]3[CH:38]=[CH:39][CH:40]=[CH:41][C:36]=3[CH3:35])=[CH:17][CH:16]=2)[C:9]2[CH:14]=[CH:13][CH:12]=[CH:11][CH:10]=2)[CH2:5][CH2:4][N:3]1[CH2:22][C:23]([O:25][C:46]([CH3:47])([CH3:51])[CH3:45])=[O:24].[CH3:1][C@@H:2]1[CH2:7][N:6]([C@@H:8]([C:15]2[CH:20]=[CH:19][C:18]([C:50]3[CH:49]=[CH:48][CH:47]=[C:46]([CH3:45])[CH:51]=3)=[CH:17][CH:16]=2)[C:9]2[CH:14]=[CH:13][CH:12]=[CH:11][CH:10]=2)[CH2:5][CH2:4][N:3]1[CH2:22][C:23]([O:25][C:56]([CH3:61])([CH3:57])[CH3:55])=[O:24]. Reported procedure: Proceeding as described in Example 6 above, but substituting tert-butyl 2-(4-(3 -bromophenyl)(phenyl)methyl)piperazin-1-Aacetate with 2-((R)-2-methyl-4-((R)-(4-bromophenyl)(phenyl)methyl)piperazin-1-yl)acetate and treating it with phenylboronic acid, 2-methylphenylboronic acid, 3-methylphenylboronic acid and 4-methylphenylboronic acid provided tert-butyl ((R)-2-methyl-4-((R)-(4-biphenyl)(phenyl)methyl)-piperazin-1-yl)acetate, tert-butyl ((R)-2-methyl-4-((R)-(4-(2-methylphenyl)phenyl)(phenyl)meth... Starting materials: CC#N, O=Cc1ccccc1O, ClCCN1CCOCC1, Cl, [K+], [K+], O=C([O-])[O-]. Yields the product O=Cc1ccccc1OCCN1CCOCC1. RXN SMILES: [CH3:26][C:27]#[N:28].[CH:1](=[O:2])[c:3]1[cH:4][cH:5][cH:6][cH:7][c:8]1[OH:9].[Cl:17][CH2:18][CH2:19][N:20]1[CH2:21][CH2:22][O:23][CH2:24][CH2:25]1.[ClH:16].[K+:10].[K+:11].[O-:12][C:13]([O-:14])=[O:15]>>[CH:1](=[O:2])[c:3]1[cH:4][cH:5][cH:6][cH:7][c:8]1[O:9][CH2:18][CH2:19][N:20]1[CH2:21][CH2:22][O:23][CH2:24][CH2:25]1. Run at time 16 hour. Product: O=C(C=CC1=CC=C(C(=O)O)C=C1)C1=CC=2C(CC=C(C2C=C1)C=1SC=CC1)(C)C (4-[3-oxo-3-(7,8-dihydro-5-(2-thienyl)-8.8-dimethyl-2-naphthalenyl) - 1-propenyl]-benzoic acid). Solvent: C(C)N(CC)CC (triethylamine), CO (methanol). As a reaction SMILES: C[C:2]1(C)[CH2:11][CH2:10]C(=O)[C:8]2[CH:7]=[C:6]([C:13]([O:15]C)=[O:14])[CH:5]=[CH:4][C:3]1=2.[C]=[O:19].Br[C:21]1[CH:30]=[C:29]2[C:24]([C:25]([CH3:33])([CH3:32])[CH2:26][CH2:27][C:28]2=O)=[CH:23][CH:22]=1.C1(P([C:57]2[CH:62]=CC=CC=2)CCCP(C2C=CC=CC=2)C2C=CC=CC=2)C=CC=CC=1.[CH3:63][S:64]([CH3:66])=O>[Pd+2].[Cl-].C1(P(C2C=CC=CC=2)C2C=CC=CC=2)C=CC=CC=1.C1(P(C2C=CC=CC=2)C2C=CC=CC=2)C=CC=CC=1.C(N(CC)CC)C.CO>[O:19]=[C:10]([C:22]1[CH:21]=[CH:30][C:29]2[C:28]([C:63]3[S:64][CH:66]=[CH:62][CH:57]=3)=[CH:27][CH2:26][C:25]([CH3:33])([CH3:32])[C:24]=2[CH:23]=1)[CH:11]=[CH:2][C:3]1[CH:8]=[CH:7][C:6]([C:13]([OH:15])=[O:14])=[CH:5][CH:4]=1 |f:5.6.7.8,^3:17|. Procedure: Methyl-5,5-dimethyl-5,6-dihydro-naphthalen-8(7H)-one-2-carboxylate (Compound E2) A degassed (with carbonmonoxide) solution of 2-bromo-5,5-dimethyl-5,6-dihydro-naphthalen-8(7H)-one (Compound G), palladium(II)-bis(triphenylphosphine)chloride (277 mg, 0.4 mmol), 1,3-bis(diphenylphosphino)-propane (325 mg, 0.8 mmol), DMSO (30 mL), methanol (15 mL) and triethylamine (15 mL) was placed in an oil bath (70° C.), under carbonmonoxide atmosphere) for 16h. After dilution with water the mixture was extracte... The reactants are CC1(C=2C=CC(=CC2C(CC1)=O)C(=O)OC)C (methyl 5,5-dimethyl-5,6-dihydro-naphthalen-8(7H)-one-2-carboxylate), CC1(C=2C=CC(=CC2C(CC1)=O)C(=O)OC)C (methyl 5,5-dimethyl-5,6-dihydro-naphthalen-8(7H)-one-2-carboxylate), [C]=O (carbonmonoxide), BrC1=CC=C2C(CCC(C2=C1)=O)(C)C (7-bromo-3,4-dihydro-4,4-dimethylnaphthalen-1-one), BrC1=CC=C2C(CCC(C2=C1)=O)(C)C (7-bromo-3,4-dihydro-4,4-dimethylnaphthalen-1-one), C1(=CC=CC=C1)P(CCCP(C1=CC=CC=C1)C1=CC=CC=C1)C1=CC=CC=C1 (1,3-bis(diphenylphosphino)-propane), CS(=O)C (DMSO). The reagents and catalysts are [Pd+2].[Cl-].C1(=CC=CC=C1)P(C1=CC=CC=C1)C1=CC=CC=C1.C1(=CC=CC=C1)P(C1=CC=CC=C1)C1=CC=CC=C1 (palladium(II) bis(triphenylphosphine)chloride). Starting materials: FC=1C=NC=C(C(=NO)Cl)C1 (5-Fluoro-N-hydroxynicotinimidoyl chloride), C(#C)C=1C=NC=CC1 (3-ethynylpyridine), N (NH3). The product is FC=1C=C(C=NC1)C1=NOC(=C1)C=1C=NC=CC1 (3-(5-Fluoropyridin-3-yl)-5-(pyridin-3-yl)isoxazole). Reaction SMILES: [F:1][C:2]1[CH:3]=[N:4][CH:5]=[C:6]([CH:11]=1)[C:7](Cl)=[N:8][OH:9].[C:12]([C:14]1[CH:15]=[N:16][CH:17]=[CH:18][CH:19]=1)#[CH:13].N>>[F:1][C:2]1[CH:11]=[C:6]([C:7]2[CH:13]=[C:12]([C:14]3[CH:15]=[N:16][CH:17]=[CH:18][CH:19]=3)[O:9][N:8]=2)[CH:5]=[N:4][CH:3]=1. Procedure: The titled compound was prepared according to Method CB using the product of Example 28B (88 mg, 0.5 mmol) and 3-ethynylpyridine (Aldrich, 52 mg, 0.5 mmol). 1H NMR (300 MHz, MeOH-d4) 87.59 (s, 1H), 7.63 (ddd, J=8.0, 5.1, 0.8 Hz, 1H), 8.19 (ddd, J=9.3, 2.8, 1.8 Hz, 1H), 8.36 (dt, J=7.9, 2.0 Hz, 1H), 8.62 (d, J=2.8 Hz, 1H), 8.68 (dd, J=5.2, 1.6 Hz, 1H), 8.99 (t, J=1.6 Hz, 1H), 9.12 (d, J=2.4 Hz, 1H) ppm; MS (DCI/NH3) m/z 242 (M+H)+. The reactants are Cc1cc(C(=O)O)cc(Cl)n1, COC(=O)c1ccc(N)cc1OC. Reagents/catalysts: C1CCN(C1)C(=[N+]2CCCC2)Cl.F[P-](F)(F)(F)(F)F (PyCIU), CCN(C(C)C)C(C)C (DIPEA). The solvent is CN(C)C=O (DMF), CN(C)C=O (DMF), CN(C)C=O (DMF), CN(C)C=O (DMF), CN(C)C=O (DMF), CN(C)C=O (DMF). Reaction conditions: temperature 25 celsius, time 2 hour. Product: COC(=O)c1ccc(NC(=O)c2cc(C)nc(Cl)c2)cc1OC. Isolated yield 8.8%. As a reaction SMILES: COC(=O)c1ccc(N)cc1OC.Cc1cc(C(=O)O)cc(Cl)n1.C1CCN(C1)C(=[N+]2CCCC2)Cl.F[P-](F)(F)(F)(F)F.CCN(C(C)C)C(C)C.CN(C)C=O>>COC(=O)c1ccc(NC(=O)c2cc(C)nc(Cl)c2)cc1OC. Starting materials: CC(=O)c1cc2ccccc2[nH]1, ClCCCl, O=P(Cl)(Cl)Cl, c1ccc2[nH]ccc2c1. Product: C=Cc1cc2ccccc2[nH]1. Reaction SMILES: [C:1]([CH3:2])(=[O:3])[c:4]1[nH:5][c:6]2[cH:7][cH:8][cH:9][cH:10][c:11]2[cH:12]1.[Cl:27][CH2:28][CH2:29][Cl:30].[P:22]([Cl:23])([Cl:24])([Cl:25])=[O:26].[nH:13]1[c:14]2[c:15]([cH:16][cH:17][cH:18][cH:19]2)[cH:20][cH:21]1>>[CH:1](=[CH2:2])[c:4]1[nH:5][c:6]2[cH:7][cH:8][cH:9][cH:10][c:11]2[cH:12]1. Reactants: CCN=C=NCCCN(C)C, CC#N, Cl, O=C(O)c1ccc(F)c2ccccc12, NC(Cc1ccc(C(F)(F)F)cc1)C(O)c1ccccc1, O, On1nnc2ccccc21. Yields the product O=C(NC(Cc1ccc(C(F)(F)F)cc1)C(O)c1ccccc1)c1ccc(F)c2ccccc12. RXN SMILES: [CH2:37]([N:38]=[C:39]=[N:40][CH2:41][CH2:42][CH2:43][N:44]([CH3:45])[CH3:46])[CH3:47].[CH3:58][C:59]#[N:60].[ClH:36].[F:22][c:23]1[cH:24][cH:25][c:26]([C:33](=[O:34])[OH:35])[c:27]2[cH:28][cH:29][cH:30][cH:31][c:32]12.[NH2:1][CH:2]([CH:3]([OH:4])[c:5]1[cH:6][cH:7][cH:8][cH:9][cH:10]1)[CH2:11][c:12]1[cH:13][cH:14][c:15]([C:18]([F:19])([F:20])[F:21])[cH:16][cH:17]1.[OH2:61].[OH:48][n:49]1[c:50]2[cH:51][cH:52][cH:53][cH:54][c:55]2[n:56][n:57]1>>[NH:1]([CH:2]([CH:3]([OH:4])[c:5]1[cH:6][cH:7][cH:8][cH:9][cH:10]1)[CH2:11][c:12]1[cH:13][cH:14][c:15]([C:18]([F:19])([F:20])[F:21])[cH:16][cH:17]1)[C:33]([c:26]1[cH:25][cH:24][c:23]([F:22])[c:32]2[c:27]1[cH:28][cH:29][cH:30][cH:31]2)=[O:34].